Dataset: the Open Reaction Database (ORD), a public repository of structured organic reaction records. Task: describe an organic reaction: reactants, conditions, products, and yield Reactants: NC=1C(=C(C(=CC1)Cl)S(=O)(=O)N)O (3-amino-6-chloro-2-hydroxybenzenesulfonamide), N(=[N+]=[N-])C(=O)C1=CC(=NN1C)C (5-(azidocarbonyl)-1,3-dimethylpyrazole), CN(C=O)C (N,N-dimethyl-formamide). Product: NS(=O)(=O)C=1C(=C(C=CC1Cl)NC(=O)NC1=CC(=NN1C)C)O (N-(3-aminosulfonyl-4-chloro-2-hydroxyphenyl)-N′-(1,3-dimethylpyrazol-5-yl)urea). The yield is 7.7%. RXN SMILES: [NH2:1][C:2]1[C:3]([OH:13])=[C:4]([S:9]([NH2:12])(=[O:11])=[O:10])[C:5]([Cl:8])=[CH:6][CH:7]=1.N(C([C:19]1[N:23]([CH3:24])[N:22]=[C:21]([CH3:25])[CH:20]=1)=O)=[N+]=[N-].C[N:27](C)[CH:28]=[O:29]>>[NH2:12][S:9]([C:4]1[C:3]([OH:13])=[C:2]([NH:1][C:28]([NH:27][C:19]2[N:23]([CH3:24])[N:22]=[C:21]([CH3:25])[CH:20]=2)=[O:29])[CH:7]=[CH:6][C:5]=1[Cl:8])(=[O:11])=[O:10]. Procedure: Under Ar, a solution of 3-amino-6-chloro-2-hydroxybenzenesulfonamide (137 mg, 0.61 mmol) and 5-(azidocarbonyl)-1,3-dimethylpyrazole (203 mg, 1.23 mmol) in 2 mL of N,N-dimethyl-formamide was stirred at room temperature for 3 days. Purification upon Gilson HPLC, eluting with acetonitrile/water (10/90, v/v to 90/10, v/v, over 10 min), gave the desired product (17 mg, 7.7%). LC-MS (m/z) 360.2 (M+). Starting materials: C(=O)C1=CC=C(O1)C(=O)O (5-formyl-2-furancarboxylic acid), C(C)O (ethanol), O (water). Solvent: S(O)(O)(=O)=O (sulfuric acid). Yields the product C(=O)C1=CC=C(O1)C(=O)OCC (ethyl 5-formyl-2-furancarboxylate). As a reaction SMILES: [CH:1]([C:3]1[O:7][C:6]([C:8]([OH:10])=[O:9])=[CH:5][CH:4]=1)=[O:2].O.[CH2:12](O)[CH3:13]>S(=O)(=O)(O)O>[CH:1]([C:3]1[O:7][C:6]([C:8]([O:10][CH2:12][CH3:13])=[O:9])=[CH:5][CH:4]=1)=[O:2]. Reported procedure: To a solution of 5-formyl-2-furancarboxylic acid (0.5 g) in ethanol (35 ml), sulfuric acid (3.5 ml) was added at 0° C. and the mixture was heated under reflux for 5 hours. After cooling, the reaction solution was poured into water and extracted with ethyl acetate. The organic layer was washed with a saturated aqueous sodium hydrogencarbonate solution and water, dried over anhydrous magnesium sulfate, filtered and concentrated under reduced pressure. The resulting residue was separated using sili... Reactants: [BH4-].[K+] (potassium borohydride), ClC=1C=CC(=NC1)NC(SCC(=O)C1=CC=CC=C1)=S (phenacyl 5-chloropyrid-2-yldithiocarbamate), aqueous solution, Cl (hydrochloric acid). The solvent is C(C)#N (acetonitrile), O (water). Reaction conditions: time 45 minute. Product: ClC=1C=CC(=NC1)NC(SCC(C1=CC=CC=C1)O)=S (2-hydroxy-2-phenylethyl 5-chloropyrid-2-yldithiocarbamate). The yield is 58.5%. Reaction SMILES: [Cl:1][C:2]1[CH:3]=[CH:4][C:5]([NH:8][C:9](=[S:20])[S:10][CH2:11][C:12]([C:14]2[CH:19]=[CH:18][CH:17]=[CH:16][CH:15]=2)=[O:13])=[N:6][CH:7]=1.[BH4-].[K+].Cl>C(#N)C.O>[Cl:1][C:2]1[CH:3]=[CH:4][C:5]([NH:8][C:9](=[S:20])[S:10][CH2:11][CH:12]([OH:13])[C:14]2[CH:15]=[CH:16][CH:17]=[CH:18][CH:19]=2)=[N:6][CH:7]=1 |f:1.2|. Reported procedure: The procedure of Example 8 is followed, but a suspension of phenacyl 5-chloropyrid-2-yldithiocarbamate (23.1 g) in acetonitrile (240 cc) and a solution of potassium borohydride (3.9 g) in distilled water (60 cc) are used as the starting materials at between 20° and 28° C. The reaction is allowed to proceed for 45 minutes at 25° C. After adding a 3 N aqueous solution of hydrochloric acid (23.8 cc), filtering off the crystals, washing them with ice-cooled acetonitrile (15 cc) and then three times ... The reactants are Cc1cc(Br)ncc1C(Sc1ccccc1)c1c(F)ccc(F)c1F, [Li]CCCC, CCCCCC, CN(C)C=O, Cc1ccccc1, CCOC(C)=O, O. Product: Cc1cc(C=O)ncc1C(Sc1ccccc1)c1c(F)ccc(F)c1F. As a reaction SMILES: [Br:1][c:2]1[n:3][cH:4][c:5]([CH:9]([c:10]2[c:11]([F:18])[c:12]([F:17])[cH:13][cH:14][c:15]2[F:16])[S:19][c:20]2[cH:21][cH:22][cH:23][cH:24][cH:25]2)[c:6]([CH3:8])[cH:7]1.[CH2:32]([Li:33])[CH2:34][CH2:35][CH3:36].[CH3:26][CH2:27][CH2:28][CH2:29][CH2:30][CH3:31].[CH3:37][N:38]([CH:39]=[O:40])[CH3:41].[CH3:42][c:43]1[cH:44][cH:45][cH:46][cH:47][cH:48]1.[CH3:49][CH2:50][O:51][C:52](=[O:53])[CH3:54].[OH2:55]>>[c:2]1([CH:39]=[O:40])[n:3][cH:4][c:5]([CH:9]([c:10]2[c:11]([F:18])[c:12]([F:17])[cH:13][cH:14][c:15]2[F:16])[S:19][c:20]2[cH:21][cH:22][cH:23][cH:24][cH:25]2)[c:6]([CH3:8])[cH:7]1. Reactants: FC(CCCC1CC[SiH](CC1)Br)F (4-(4,4-difluorobutyl) silacyclohexyl bromide), [Mg] (magnesium), Cl[SiH]1CCC(CC1)C1=CC=C(C=C1)C(F)(F)F (4-(4-chloro-4-silacyclohexyl)-1-trifluoromethylbenzene). Solvent: C1CCOC1 (THF), C1CCOC1 (THF). Product: C(CC)C1CC[SiH](CC1)[SiH]1CCC(CC1)C1=CC=C(C=C1)C(F)(F)F (4-(4-(4-n-propylsilacyclohexyl)-4-silacyclohexyl)-1-trifluoromethylbenzene). Isolated yield 85.0%. RXN SMILES: FC(F)[CH2:3][CH2:4][CH2:5][CH:6]1[CH2:11][CH2:10][SiH:9](Br)[CH2:8][CH2:7]1.[Mg].Cl[SiH:16]1[CH2:21][CH2:20][CH:19]([C:22]2[CH:27]=[CH:26][C:25]([C:28]([F:31])([F:30])[F:29])=[CH:24][CH:23]=2)[CH2:18][CH2:17]1>C1COCC1>[CH2:5]([CH:6]1[CH2:11][CH2:10][SiH:9]([SiH:16]2[CH2:21][CH2:20][CH:19]([C:22]3[CH:27]=[CH:26][C:25]([C:28]([F:31])([F:30])[F:29])=[CH:24][CH:23]=3)[CH2:18][CH2:17]2)[CH2:8][CH2:7]1)[CH2:4][CH3:3]. Reported procedure: 5.4 g (9.0 mmol) of 4-(4,4-difluorobutyl) silacyclohexyl bromide was dripped into a mixture of 0.5 g of magnesium (21 mmol) and 50 ml of THF to obtain Grignard's reagent. This solution was then dripped into a 50 ml THF solution of 5.6 g (20 mmol) of 4-(4-chloro-4-silacyclohexyl)-1-trifluoromethylbenzene to obtain 4-(4-(4-n-propylsilacyclohexyl)-4-silacyclohexyl)-1-trifluoromethylbenzene. This product was a mixture of trans isomers and cis isomers with regard to the silacyclohexane ring. They wer... The product is O=Cc1c(F)ccc(C2OCCO2)c1Cl. As a reaction SMILES: [CH2:8]([Li:9])[CH2:10][CH2:11][CH3:12].[CH3:39][CH2:40][CH2:41][CH2:42][CH2:43][CH3:44].[CH3:46][C:47](=[O:48])[OH:49].[CH3:50][N:51]([CH3:52])[CH:53]=[O:54].[CH:13]([N-:14][CH:15]([CH3:16])[CH3:17])([CH3:18])[CH3:19].[CH:1]([NH:2][CH:3]([CH3:4])[CH3:5])([CH3:6])[CH3:7].[Cl:21][c:22]1[c:23]([CH:29]2[O:30][CH2:31][CH2:32][O:33]2)[cH:24][cH:25][c:26]([F:28])[cH:27]1.[Li+:20].[O:34]1[CH2:35][CH2:38][CH2:37][CH2:36]1.[OH2:45]>>[Cl:21][c:22]1[c:23]([CH:29]2[O:30][CH2:31][CH2:32][O:33]2)[cH:24][cH:25][c:26]([F:28])[c:27]1[CH:35]=[O:34]. Reactants: [Li]CCCC, CCCCCC, CC(=O)O, CN(C)C=O, CC(C)[N-]C(C)C, CC(C)NC(C)C, Fc1ccc(C2OCCO2)c(Cl)c1, [Li+], C1CCOC1, O.